describe an organic reaction: reactants, conditions, products, and yield From a dataset of the Open Reaction Database (ORD), a public repository of structured organic reaction records. Reactants: CCOc1cc(N2CCC(=O)CC2)ccc1[N+](=O)[O-], CS(=O)(=O)N1CCNCC1, CC(=O)O, [Na+], O=C([O-])O. Product: CCOc1cc(N2CCC(N3CCN(S(C)(=O)=O)CC3)CC2)ccc1[N+](=O)[O-]. RXN SMILES: [CH2:1]([CH3:2])[O:3][c:4]1[cH:5][c:6]([N:13]2[CH2:14][CH2:15][C:16](=[O:19])[CH2:17][CH2:18]2)[cH:7][cH:8][c:9]1[N+:10](=[O:11])[O-:12].[CH3:20][S:21](=[O:22])(=[O:23])[N:24]1[CH2:25][CH2:26][NH:27][CH2:28][CH2:29]1.[CH3:30][C:31](=[O:32])[OH:33].[Na+:38].[O-:34][C:35]([OH:36])=[O:37]>>[CH2:1]([CH3:2])[O:3][c:4]1[cH:5][c:6]([N:13]2[CH2:14][CH2:15][CH:16]([N:27]3[CH2:26][CH2:25][N:24]([S:21]([CH3:20])(=[O:22])=[O:23])[CH2:29][CH2:28]3)[CH2:17][CH2:18]2)[cH:7][cH:8][c:9]1[N+:10](=[O:11])[O-:12]. Starting materials: CCOCC, CCO, CS(=O)(=O)C(=C1CN(C(c2ccccc2)c2ccccc2)C1)c1cccc([N+](=O)[O-])c1, Cl, [Fe], C1CCOC1. Product: CS(=O)(=O)C(=C1CN(C(c2ccccc2)c2ccccc2)C1)c1cccc(N)c1. RXN SMILES: [CH2:33]([O:34][CH2:35][CH3:36])[CH3:37].[CH3:38][CH2:39][OH:40].[CH:1]([c:2]1[cH:3][cH:4][cH:5][cH:6][cH:7]1)([c:8]1[cH:9][cH:10][cH:11][cH:12][cH:13]1)[N:14]1[CH2:15][C:16](=[C:18]([c:19]2[cH:20][c:21]([N+:25]([O-:26])=[O:27])[cH:22][cH:23][cH:24]2)[S:28](=[O:29])(=[O:30])[CH3:31])[CH2:17]1.[ClH:32].[Fe:46].[O:41]1[CH2:42][CH2:43][CH2:44][CH2:45]1>>[CH:1]([c:2]1[cH:3][cH:4][cH:5][cH:6][cH:7]1)([c:8]1[cH:9][cH:10][cH:11][cH:12][cH:13]1)[N:14]1[CH2:15][C:16](=[C:18]([c:19]2[cH:20][c:21]([NH2:25])[cH:22][cH:23][cH:24]2)[S:28](=[O:29])(=[O:30])[CH3:31])[CH2:17]1. Reactants: [Li]CCCC, C1CCOC1, CC1C(=O)OC(=O)N1C(=O)OCc1ccccc1, CC(=O)O, CCCCCC, CC(C)(C)OC(=O)C1CC1, CC(C)NC(C)C, O. Yields the product CC(NC(=O)OCc1ccccc1)C(=O)C1(C(=O)OC(C)(C)C)CC1. Reaction SMILES: [CH2:14]([Li:15])[CH2:16][CH2:17][CH3:18].[CH2:47]1[O:48][CH2:49][CH2:50][CH2:51]1.[CH3:29][CH:30]1[N:31]([C:37](=[O:38])[O:39][CH2:40][c:41]2[cH:42][cH:43][cH:44][cH:45][cH:46]2)[C:35](=[O:36])[O:33][C:34]1=[O:32].[CH3:53][C:54](=[O:55])[OH:56].[CH3:8][CH2:9][CH2:10][CH2:11][CH2:12][CH3:13].[CH:19]1([C:22](=[O:23])[O:24][C:25]([CH3:26])([CH3:27])[CH3:28])[CH2:20][CH2:21]1.[CH:1]([NH:2][CH:3]([CH3:4])[CH3:5])([CH3:6])[CH3:7].[OH2:52]>>[C:19]1([C:22](=[O:23])[O:24][C:25]([CH3:26])([CH3:27])[CH3:28])([C:34]([CH:30]([CH3:29])[NH:31][C:37](=[O:38])[O:39][CH2:40][c:41]2[cH:42][cH:43][cH:44][cH:45][cH:46]2)=[O:33])[CH2:20][CH2:21]1. The reactants are C1(=CCCCC1)COCC1=CC=C(C=C1)OC (1-((cyclohexenylmethoxy)- methyl)-4-methoxybenzene), C[Si](CC(F)(F)F)(C)C (trimethyl(2,2,2-trifluoroethyl)silane), [I-].[Na+] (sodium iodide). Run in O1CCCC1 (tetrahydrofuran). Conditions: temperature 115 celsius. The product is FC1(C2CCCCC12COCC1=CC=C(C=C1)OC)F (7,7-difluoro-1-((4-methoxybenzyloxy)- methyl)bicyclo[4.1.0]heptane). Yield: 79.7%. As a reaction SMILES: [C:1]1([CH2:7][O:8][CH2:9][C:10]2[CH:15]=[CH:14][C:13]([O:16][CH3:17])=[CH:12][CH:11]=2)[CH2:6][CH2:5][CH2:4][CH2:3][CH:2]=1.C[Si](C)(C)C[C:21](F)([F:23])[F:22].[I-].[Na+]>O1CCCC1>[F:22][C:21]1([F:23])[C:1]2([CH2:7][O:8][CH2:9][C:10]3[CH:15]=[CH:14][C:13]([O:16][CH3:17])=[CH:12][CH:11]=3)[CH:6]1[CH2:5][CH2:4][CH2:3][CH2:2]2 |f:2.3|. Procedure: To a microwave 5 mL vial was added 1-((cyclohexenylmethoxy)- methyl)-4-methoxybenzene (0.46 g, 2.00 mmol), trimethyl(2,2,2-trifluoroethyl)silane (0.57 g, 4.00 mmol) and sodium iodide (0.66 g, 4.40 mmol) in anhydrous tetrahydrofuran (1.0 mL). The vial was degassed with nitrogen and sealed. The reaction mixture was heated in the microwave reactor at 115° C. for 1 hour. The reaction vial was cooled and the TLC showed presence of starting material. To the reaction vial was added trimethyl(2,2,2-trif... The reactants are BrC1=CC=C(C=C1)CC(=O)NC1=NNC(=C1)C1CC1 (2-(4-bromophenyl)-N-(5-cyclopropyl-1H-pyrazol-3-yl)acetamide), C1(=CC=CC=C1)B(O)O (phenylboronic acid), solution, [F-].[Cs+] (CsF). Reagents/catalysts: C=1C=CC(=CC1)[P](C=2C=CC=CC2)(C=3C=CC=CC3)[Pd]([P](C=4C=CC=CC4)(C=5C=CC=CC5)C=6C=CC=CC6)([P](C=7C=CC=CC7)(C=8C=CC=CC8)C=9C=CC=CC9)[P](C=1C=CC=CC1)(C=1C=CC=CC1)C=1C=CC=CC1 (Pd(PPh3)4). Run in COCCOC.CO (DME MeOH), tetrakis triphenylphosphine palladium, COCCOC (DME), COCCOC (DME). Run at temperature 80 celsius, time 18 hour. Yields the product C1(=CC=C(C=C1)CC(=O)NC1=CC(=NN1)C1CC1)C1=CC=CC=C1 (2-[1,1′-biphenyl]-4-yl-N-(3-cyclopropyl-1H-pyrazol-5-yl)acetamide). As a reaction SMILES: Br[C:2]1[CH:7]=[CH:6][C:5]([CH2:8][C:9]([NH:11][C:12]2[CH:16]=[C:15]([CH:17]3[CH2:19][CH2:18]3)[NH:14][N:13]=2)=[O:10])=[CH:4][CH:3]=1.[F-].[Cs+].[C:22]1(B(O)O)[CH:27]=[CH:26][CH:25]=[CH:24][CH:23]=1>COCCOC.CO.COCCOC.C1C=CC([P]([Pd]([P](C2C=CC=CC=2)(C2C=CC=CC=2)C2C=CC=CC=2)([P](C2C=CC=CC=2)(C2C=CC=CC=2)C2C=CC=CC=2)[P](C2C=CC=CC=2)(C2C=CC=CC=2)C2C=CC=CC=2)(C2C=CC=CC=2)C2C=CC=CC=2)=CC=1>[C:2]1([C:22]2[CH:27]=[CH:26][CH:25]=[CH:24][CH:23]=2)[CH:7]=[CH:6][C:5]([CH2:8][C:9]([NH:11][C:12]2[NH:13][N:14]=[C:15]([CH:17]3[CH2:19][CH2:18]3)[CH:16]=2)=[O:10])=[CH:4][CH:3]=1 |f:1.2,4.5,^1:48,50,69,88|. Procedure details: To 40 mg of 2-(4-bromophenyl)-N-(5-cyclopropyl-1H-pyrazol-3-yl)acetamide resin linked 1 ml of a 10.4M solution of CsF in DME:MeOH (3:1), phenylboronic acid (0, 12 mmol) in DME (0.5 ml) and tetrakis triphenylphosphine palladium, (Pd(PPh3)4, 0.008 mmol) in DME (1 ml) were added. The mixture was shaken 18 hrs at 80° C. and then washed with DMF (3×5 ml), MeOH (3×5 ml) and DCM (3×5 ml). To the resin 5 ml of TFA 10% in DCM were added and the mixture was shaken 1 hr at room temperature, the organic pha...